From a dataset of the Open Reaction Database (ORD), a public repository of structured organic reaction records. describe an organic reaction: reactants, conditions, products, and yield Isolated yield 34.5%. Reagents/catalysts: [Br-].[Zn+2].[Br-] (zinc bromide). Run at time 5 minute. Product: COC1=CC=C2C(=C(NC2=C1)C1=CC=CC=C1)CC1=NC(=CC=C1)\C=C\C1=NN=NN1 (6-Methoxy-2-phenyl-3-{6-[(E)-2-(1H-tetrazol-5-yl)vinyl]pyridine-2-ylmethyl}-1H-indole). Reactants: COC1=CC=C2C(=C(NC2=C1)C1=CC=CC=C1)CC1=CC=CC(=N1)/C=C/C#N ((E)-3-[6-(6-methoxy-2-phenyl-1H-indol-3-ylmethyl)pyridin-2-yl]acrylonitrile), C(C)(C)O (isopropyl alcohol), O (water), C(C)(C)O (isopropyl alcohol), O (water), O (water), [N-]=[N+]=[N-].[Na+] (sodium azide). Procedure details: To a mixture of (E)-3-[6-(6-methoxy-2-phenyl-1H-indol-3-ylmethyl)pyridin-2-yl]acrylonitrile (67 mg), isopropyl alcohol (1.5 mL) and water (0.5 mL) were added sodium azide (59.6 mg) and zinc bromide (51.6 mg), and the mixture was heated under reflux for 32 hours. Then isopropyl alcohol (1.5 mL) and water (0.5 mL) were added thereto, followed by heating under reflux for 62 hours. The reaction mixture was left to be cooled, diluted with 1 mol/L hydrochloric acid, and then stirred for 5 minutes. To ... The solvent is Cl (hydrochloric acid). Reaction SMILES: [CH3:1][O:2][C:3]1[CH:11]=[C:10]2[C:6]([C:7]([CH2:18][C:19]3[N:24]=[C:23](/[CH:25]=[CH:26]/[C:27]#[N:28])[CH:22]=[CH:21][CH:20]=3)=[C:8]([C:12]3[CH:17]=[CH:16][CH:15]=[CH:14][CH:13]=3)[NH:9]2)=[CH:5][CH:4]=1.C(O)(C)C.O.[N-:34]=[N+:35]=[N-:36].[Na+]>Cl.[Br-].[Zn+2].[Br-]>[CH3:1][O:2][C:3]1[CH:11]=[C:10]2[C:6]([C:7]([CH2:18][C:19]3[CH:20]=[CH:21][CH:22]=[C:23](/[CH:25]=[CH:26]/[C:27]4[NH:36][N:35]=[N:34][N:28]=4)[N:24]=3)=[C:8]([C:12]3[CH:17]=[CH:16][CH:15]=[CH:14][CH:13]=3)[NH:9]2)=[CH:5][CH:4]=1 |f:3.4,6.7.8|. RXN SMILES: [CH3:35][C:36]([O:37][C:38](=[O:39])[CH3:40])=[O:41].[CH3:50][N:51]([CH3:52])[c:53]1[cH:54][cH:55][n:56][cH:57][cH:58]1.[Cl:1][c:2]1[c:3]([CH2:4][n:5]2[c:6]([CH3:24])[n:7][cH:8][c:9]2[CH:10]([CH:11]([C:12](=[O:13])[O:14][CH3:15])[CH2:16][c:17]2[cH:18][n:19][cH:20][cH:21][cH:22]2)[OH:23])[cH:25][cH:26][c:27]([O:29][CH2:30][CH2:31][CH2:32][CH2:33][CH3:34])[cH:28]1.[Cl:47][CH2:48][Cl:49].[Na+:42].[OH:43][C:44](=[O:45])[O-:46]>>[Cl:1][c:2]1[c:3]([CH2:4][n:5]2[c:6]([CH3:24])[n:7][cH:8][c:9]2[CH:10]=[C:11]([C:12](=[O:13])[O:14][CH3:15])[CH2:16][c:17]2[cH:18][n:19][cH:20][cH:21][cH:22]2)[cH:25][cH:26][c:27]([O:29][CH2:30][CH2:31][CH2:32][CH2:33][CH3:34])[cH:28]1. The product is CCCCCOc1ccc(Cn2c(C=C(Cc3cccnc3)C(=O)OC)cnc2C)c(Cl)c1. The reactants are CC(=O)OC(C)=O, CN(C)c1ccncc1, CCCCCOc1ccc(Cn2c(C(O)C(Cc3cccnc3)C(=O)OC)cnc2C)c(Cl)c1, ClCCl, [Na+], O=C([O-])O. Reaction SMILES: [NH2:1][C:2]1[C:12]([Br:13])=[CH:11][C:5]([C:6]([O:8][CH2:9][CH3:10])=[O:7])=[CH:4][N:3]=1.CO[CH:16](OC)[CH2:17]Br.C1(C)C=CC(S(O)(=O)=O)=CC=1.[Li+].[Cl-]>CN(C)C=O>[Br:13][C:12]1[C:2]2[N:3]([CH:16]=[CH:17][N:1]=2)[CH:4]=[C:5]([C:6]([O:8][CH2:9][CH3:10])=[O:7])[CH:11]=1 |f:3.4|. Run at temperature 90 celsius, time 18 hour. Procedure: To a solution of ethyl 6-amino-5-bromonicotinate (5.0 g, 20.4 mmol) in N,N-dimethylformamide (204 mL) were added bromoacetaldehyde dimethylacetal (3.45 g, 20.4 mmol) and p-toluenesulfonic acid (0.53 g, 3.1 mmol). The mixture was heated to 90° C. After 18 h, additional bromoacetaldehyde dimethylacetal (3.45 g, 20.4 mmol) and 4A° molecular sieves were added. The mixture was stirred at 90° C. for another 24 h. The mixture was warmed to ambient temperature and aqueous LiCl (3.0 M) was added. The mix... Solvent: CN(C=O)C (N,N-dimethylformamide). Product: BrC=1C=2N(C=C(C1)C(=O)OCC)C=CN2 (ethyl 8-bromoimidazo[1,2-a]pyridine-6-carboxylate). The reactants are NC1=NC=C(C(=O)OCC)C=C1Br (ethyl 6-amino-5-bromonicotinate), COC(CBr)OC (bromoacetaldehyde dimethylacetal), C1(=CC=C(C=C1)S(=O)(=O)O)C (p-toluenesulfonic acid), COC(CBr)OC (bromoacetaldehyde dimethylacetal), [Li+].[Cl-] (LiCl). Reactants: NC1=C(C2=C(C(OC2(C)C)(C)C)S1)C(=O)OCCC (propyl 2-amino-4,4,6,6-tetramethyl-4,6-dihydrothieno[2,3-c]furan-3-carboxylate), FC(C1=C(C(=O)Cl)C=CC=C1)(F)F (2-trifluoromethylbenzoyl chloride). Product: CC1(C2=C(C(O1)(C)C)SC(=C2C(=O)OCCC)NC(C2=C(C=CC=C2)C(F)(F)F)=O)C (propyl 4,4,6,6-tetramethyl-2-{[2-(trifluoromethyl)benzoyl]amino}-4,6-dihydrothieno[2,3-c]furan-3-carboxylate). As a reaction SMILES: [NH2:1][C:2]1[S:13][C:5]2[C:6]([CH3:12])([CH3:11])[O:7][C:8]([CH3:10])([CH3:9])[C:4]=2[C:3]=1[C:14]([O:16][CH2:17][CH2:18][CH3:19])=[O:15].[F:20][C:21]([F:32])([F:31])[C:22]1[CH:30]=[CH:29][CH:28]=[CH:27][C:23]=1[C:24](Cl)=[O:25]>>[CH3:10][C:8]1([CH3:9])[O:7][C:6]([CH3:11])([CH3:12])[C:5]2[S:13][C:2]([NH:1][C:24](=[O:25])[C:23]3[CH:27]=[CH:28][CH:29]=[CH:30][C:22]=3[C:21]([F:20])([F:31])[F:32])=[C:3]([C:14]([O:16][CH2:17][CH2:18][CH3:19])=[O:15])[C:4]1=2. Procedure: The title compound was prepared from the product of Example 62A and commercially available 2-trifluoromethylbenzoyl chloride using the procedure described for Example 1B. 1H NMR (DMSO-d6, 300 MHz) δ 0.90 (t, J=7.5 Hz, 3H), 1.50 (s, 6H), 1.54 (s, 6H), 1.63-1.75 (m, 2H), 4.22 (t, J=6.8 Hz, 2H), 7.79-7.95 (m, 4H), 11.47 (br s, 1H). MS (ESI+) m/z 456 (M+H)+. Anal. calcd. for C22H24F3NO4S: C, 58.01; H, 5.31; N, 3.08. Found: C, 57.97; H, 5.37; N, 3.04. The reactants are BrC=1C=C2C(=CC1)OC(CC21N=C(SCC1)NC(OC(C)(C)C)=O)C1=CC=CC=C1 (t-butyl 6-bromo-2-phenyl-5′,6′-dihydrospiro[chroman-4,4′-[1,3]thiazine]-2′-ylcarbamate), C(#N)C=1C=C(C=CC1)B(O)O (3-cyanophenylboronic acid), C(=O)([O-])[O-].[Cs+].[Cs+] (Cs2CO3). The reagents and catalysts are Cl[Pd]([P](C1=CC=CC=C1)(C2=CC=CC=C2)C3=CC=CC=C3)([P](C4=CC=CC=C4)(C5=CC=CC=C5)C6=CC=CC=C6)Cl (PdCl2(PPh3)2). Run in O1CCOCC1 (1,4-dioxane), O (H2O). Reaction conditions: temperature 110 celsius. The product is C1(=CC=CC=C1)C1OC2=CC=C(C=C2C2(N=C(SCC2)N)C1)C=1C=NC=CC1 (2-phenyl-6-(pyridin-3-yl)-5′,6′-dihydrospiro[chroman-4,4′-[1,3]thiazin]-2′-amine). The yield is 5.5%. As a reaction SMILES: Br[C:2]1[CH:3]=[C:4]2[C:11]3([CH2:16][CH2:15][S:14][C:13]([NH:17]C(=O)OC(C)(C)C)=[N:12]3)[CH2:10][CH:9]([C:25]3[CH:30]=[CH:29][CH:28]=[CH:27][CH:26]=3)[O:8][C:5]2=[CH:6][CH:7]=1.[C:31]([C:33]1C=C(B(O)O)[CH:36]=[CH:37][CH:38]=1)#[N:32].C([O-])([O-])=O.[Cs+].[Cs+]>O1CCOCC1.O.Cl[Pd](Cl)([P](C1C=CC=CC=1)(C1C=CC=CC=1)C1C=CC=CC=1)[P](C1C=CC=CC=1)(C1C=CC=CC=1)C1C=CC=CC=1>[C:25]1([CH:9]2[CH2:10][C:11]3([CH2:16][CH2:15][S:14][C:13]([NH2:17])=[N:12]3)[C:4]3[C:5](=[CH:6][CH:7]=[C:2]([C:37]4[CH:36]=[N:32][CH:31]=[CH:33][CH:38]=4)[CH:3]=3)[O:8]2)[CH:30]=[CH:29][CH:28]=[CH:27][CH:26]=1 |f:2.3.4,^1:57,76|. Procedure details: To a solution of t-butyl 6-bromo-2-phenyl-5′,6′-dihydrospiro[chroman-4,4′-[1,3]thiazine]-2′-ylcarbamate (39 mg, 0.08 mmol), 3-cyanophenylboronic acid (19.7 mg, 0.16 mmol), and Cs2CO3 (120 mg) in 1,4-dioxane (4 mL) and H2O (0.5 mL) charged in a 10 mL CEM microwave test tube is added PdCl2(PPh3)2 (20 mg). The system is degassed by sweeping with N2. The tube is capped and heated to 110° C. for 30 min in a CEM microwave reactor. Solvent is removed in vacuo and the residue is purified by preparative ... Reactants: [Na+], [Na+], O=C1CCC(=O)N1Br, CN(C)C=O, O, O=S([O-])[O-], OC1(c2nccs2)CCC2(CC1)OCCO2. The product is OC1(c2ncc(Br)s2)CCC2(CC1)OCCO2. Reaction SMILES: [Na+:29].[Na+:30].[O:17]=[C:18]1[N:19]([Br:24])[C:20](=[O:21])[CH2:22][CH2:23]1.[O:31]=[CH:32][N:33]([CH3:34])[CH3:35].[OH2:36].[S:25]([O-:26])([O-:27])=[O:28].[s:1]1[c:2]([C:6]2([OH:16])[CH2:7][CH2:8][C:9]3([O:10][CH2:11][CH2:12][O:13]3)[CH2:14][CH2:15]2)[n:3][cH:4][cH:5]1>>[s:1]1[c:2]([C:6]2([OH:16])[CH2:7][CH2:8][C:9]3([O:10][CH2:11][CH2:12][O:13]3)[CH2:14][CH2:15]2)[n:3][cH:4][c:5]1[Br:24]. Reactants: S(O)(O)(=O)=O (sulfuric acid), COC (monomethyl ether), C1(O)=CC=C(O)C=C1 (hydroquinone), C(C=C)(=O)NC(C(=O)O)O (acrylamidoglycolic acid). Solvent: C(CCC)O (butanol), O (water), O (water), C1(=CC=CC=C1)C (toluene). The product is C(CCC)OC(C(=O)OCCCC)NC(C=C)=O (Butyl Acrylamidoglycolate Butyl Ether). As a reaction SMILES: [C:1]([NH:5][CH:6]([OH:10])[C:7]([OH:9])=[O:8])(=[O:4])[CH:2]=[CH2:3].S(=O)(=O)(O)O.COC.[C:19]1([CH:26]=[CH:25][C:23](O)=CC=1)O>O.C1(C)C=CC=CC=1.C(O)CCC>[CH2:23]([O:10][CH:6]([NH:5][C:1](=[O:4])[CH:2]=[CH2:3])[C:7]([O:9][CH2:19][CH2:26][CH2:25][CH3:23])=[O:8])[CH2:25][CH2:26][CH3:19]. Reported procedure: One hundred parts of acrylamidoglycolic acid (AGA); 517 parts butanol, 1 part concentrated sulfuric acid and 0.1 part monomethyl ether of hydroquinone were mixed in a flask equipped with a Dean Stark water trap and a stirrer. The mixture was heated until homogeneous. After 5-10 minutes 100 ml of toluene was added and the mixture was brought to reflux and held 5 hours until the theoretical amount of water was collected by azeotrope. Reactants: C(C)(=O)O[C@@H]1[C@]2(C)[C@@H](C[C@H]1CC)[C@@H]1CCC=3CC(CCC3C1=CC2)=O (17β-acetoxy-16α-ethyl-5(10),9(11)-estradien-3-one), ClC1=C(C(C(=C(C1=O)C#N)C#N)=O)Cl (dichlorodicyano-p-benzoquinone). The solvent is C(Cl)Cl (methylene chloride), C1(=CC=CC=C1)C (toluene), C1(=CC=CC=C1)C (toluene), C(Cl)Cl (methylene chloride). Run at time 16 hour. Yields the product C(C)(=O)O[C@@H]1[C@]2(C)[C@@H](C[C@H]1CC)[C@@H]1CCC3=CC(CCC3=C1C=C2)=O (17β-acetoxy-16α-ethyl-4,9,11-estratrien-3-one). Yield: 88.0%. Reaction SMILES: [C:1]([O:4][C@H:5]1[C@H:10]([CH2:11][CH3:12])[CH2:9][C@H:8]2[C@H:13]3[C:22](=[CH:23][CH2:24][C@:6]12[CH3:7])[C:21]1[CH2:20][CH2:19][C:18](=[O:25])[CH2:17][C:16]=1[CH2:15][CH2:14]3)(=[O:3])[CH3:2].ClC1C(=O)C(C#N)=C(C#N)C(=O)C=1Cl>C1(C)C=CC=CC=1.C(Cl)Cl>[C:1]([O:4][C@H:5]1[C@H:10]([CH2:11][CH3:12])[CH2:9][C@H:8]2[C@H:13]3[C:22]([CH:23]=[CH:24][C@:6]12[CH3:7])=[C:21]1[C:16](=[CH:17][C:18](=[O:25])[CH2:19][CH2:20]1)[CH2:15][CH2:14]3)(=[O:3])[CH3:2]. Procedure details: 3.2 g of 17β-acetoxy-16α-ethyl-5(10),9(11)-estradien-3-one is dissolved in 120 ml of toluene and 40 ml of methylene chloride and combined at room temperature dropwise with a solution of 5.5 g of dichlorodicyano-p-benzoquinone in 80 ml of toluene and 20 ml of methylene chloride. The mixture is stirred for 16 hours at room temperature, filtered over neutral aluminum oxide, and concentrated. After crystallization from diethyl ether, 2.8 g of 17β-acetoxy-16α-ethyl-4,9,11-estratrien-3-one is obtained... The reactants are O (water), CC1(N=C1C1=CC=CC=C1)C (2,2-dimethyl-3-phenyl-2H-azirine), C(CC)N(C1=CC=C(C=O)C=C1)CCC (4-dipropylaminobenzaldehyde), cupric sulfate pentahydrate. The solvent is C1=CC=CC=C1 (benzene). Yields the product C(CC)N(C1=CC=C(C=C1)C1C(=NC(O1)(C)C)C1=CC=CC=C1)CCC (5-[p-(dipropylamino)phenyl]-2,2-dimethyl-4-phenyl-3-oxazoline). RXN SMILES: [CH3:1][C:2]1([CH3:11])[C:4]([C:5]2[CH:10]=[CH:9][CH:8]=[CH:7][CH:6]=2)=[N:3]1.[CH2:12]([N:15]([CH2:24][CH2:25][CH3:26])[C:16]1[CH:23]=[CH:22][C:19]([CH:20]=[O:21])=[CH:18][CH:17]=1)[CH2:13][CH3:14].O>C1C=CC=CC=1>[CH2:24]([N:15]([CH2:12][CH2:13][CH3:14])[C:16]1[CH:17]=[CH:18][C:19]([CH:20]2[O:21][C:2]([CH3:1])([CH3:11])[N:3]=[C:4]2[C:5]2[CH:6]=[CH:7][CH:8]=[CH:9][CH:10]=2)=[CH:22][CH:23]=1)[CH2:25][CH3:26]. Reported procedure: 10 g of 2,2-dimethyl-3-phenyl-2H-azirine and 10 g of 4-dipropylaminobenzaldehyde were exposed to light in 2 liters of benzene under an atmosphere of argon for 40 minutes with a mercury high-pressure lamp of 2000 watt in a ring-mantle vessel through an interposed filter fluid. The filter fluid contained 35 g of cupric sulfate pentahydrate per liter of water and had a layer thickness of 1 cm. Not only the reaction solution but also the filter solution were cooled during the exposure to light in th... The reactants are CC1(C)CCN(CCC(C)(C)NC(=O)OCc2ccccc2)CC1, CI, CCO. The product is CC1(C)CC[N+](C)(CCC(C)(C)NC(=O)OCc2ccccc2)CC1, [I-]. Reaction SMILES: [CH3:1][C:2]1([CH3:24])[CH2:3][CH2:4][N:5]([CH2:8][CH2:9][C:10]([CH3:11])([CH3:12])[NH:13][C:14]([O:15][CH2:16][c:17]2[cH:18][cH:19][cH:20][cH:21][cH:22]2)=[O:23])[CH2:6][CH2:7]1.[CH3:25][I:26].[CH3:27][CH2:28][OH:29]>>[CH3:1][C:2]1([CH3:24])[CH2:3][CH2:4][N+:5]([CH2:8][CH2:9][C:10]([CH3:11])([CH3:12])[NH:13][C:14]([O:15][CH2:16][c:17]2[cH:18][cH:19][cH:20][cH:21][cH:22]2)=[O:23])([CH3:25])[CH2:6][CH2:7]1.[I-:26].